From a dataset of the Open Reaction Database (ORD), a public repository of structured organic reaction records. describe an organic reaction: reactants, conditions, products, and yield The reactants are C(CCCCC)C(C1=CC=CO1)O (α-n-hexylfurfuryl alcohol), O (water), resultant mixture. Yields the product C(CCCCC)C1C(C=CC1O)=O (2-n-hexyl-3-hydroxy-4-cyclopentenone). Yield: 65.0%. RXN SMILES: [CH2:1]([CH:7](O)[C:8]1[O:12][CH:11]=[CH:10][CH:9]=1)[CH2:2][CH2:3][CH2:4][CH2:5][CH3:6].[OH2:14]>>[CH2:1]([CH:7]1[CH:8]([OH:12])[CH:9]=[CH:10][C:11]1=[O:14])[CH2:2][CH2:3][CH2:4][CH2:5][CH3:6]. Procedure details: In the same apparatus as in Example 1, α-n-hexylfurfuryl alcohol (30 parts) and water (1500 parts) were charged, and the resultant mixture was stirred at 100° C., during which the pH was maintained at 4.6 to 5.0 until the starting compound was consumed. The reaction mixture was treated as in Example 1, followed by purification with chromatography to give 2-n-hexyl-3-hydroxy-4-cyclopentenone in a yield of 65 %. The reactants are Br.Br.NCC1CCN(CC1)CCC(=O)C1=CC=C(C=C1)O (4-Aminomethyl-1-(3-(4-hydroxyphenyl)-3-oxopropyl)piperidine dihydrobromide), NC1=CC(=C(C(=O)O)C=C1Cl)OC (4-amino-5-chloro-2-methoxybenzoic acid), ON1N=NC2=C1C=CC=C2 (1-hydroxybenzotriazole), C(C)N=C=NCCCN(C)C (1-ethyl-3-(3-dimethylaminopropyl)-carbodiimide). Run in C(C)N(CC)CC (triethylamine). Product: NC1=CC(=C(C(=O)NCC2CCN(CC2)CCC(=O)C2=CC=C(C=C2)O)C=C1Cl)OC (4-amino-5-chloro-2-methoxy-N-((1-(3-(4-hydroxyphenyl)-3-oxopropyl)piperidin-4-yl)methyl)benzamide). The yield is 35.9%. As a reaction SMILES: Br.Br.[NH2:3][CH2:4][CH:5]1[CH2:10][CH2:9][N:8]([CH2:11][CH2:12][C:13]([C:15]2[CH:20]=[CH:19][C:18]([OH:21])=[CH:17][CH:16]=2)=[O:14])[CH2:7][CH2:6]1.[NH2:22][C:23]1[C:31]([Cl:32])=[CH:30][C:26]([C:27](O)=[O:28])=[C:25]([O:33][CH3:34])[CH:24]=1.ON1C2C=CC=CC=2N=N1.C(N=C=NCCCN(C)C)C>C(N(CC)CC)C>[NH2:22][C:23]1[C:31]([Cl:32])=[CH:30][C:26]([C:27]([NH:3][CH2:4][CH:5]2[CH2:10][CH2:9][N:8]([CH2:11][CH2:12][C:13]([C:15]3[CH:16]=[CH:17][C:18]([OH:21])=[CH:19][CH:20]=3)=[O:14])[CH2:7][CH2:6]2)=[O:28])=[C:25]([O:33][CH3:34])[CH:24]=1 |f:0.1.2|. Reported procedure: 4-Aminomethyl-1-(3-(4-hydroxyphenyl)-3-oxopropyl)piperidine dihydrobromide (9.00 g) as a starting compound, 4-amino-5-chloro-2-methoxybenzoic acid (4.28 g), triethylamine (8.82 ml), 1-hydroxybenzotriazole (3.00 g) and 1-ethyl-3-(3-dimethylaminopropyl)-carbodiimide (4.27 g) were reacted and purified in the same manner as in Example 270 to give 3.40 g of 4-amino-5-chloro-2-methoxy-N-((1-(3-(4-hydroxyphenyl)-3-oxopropyl)piperidin-4-yl)methyl)benzamide, m.p. 191°-193° C.